This data is from the Open Reaction Database (ORD), a public repository of structured organic reaction records. The task is: describe an organic reaction: reactants, conditions, products, and yield Starting materials: O=S(=O)(Cl)c1ccc(C(F)(F)F)cc1Br, Cc1ccc(C(=O)N2CCNCC2C)cn1, CCN(C(C)C)C(C)C, ClCCl. Product: Cc1ccc(C(=O)N2CCN(S(=O)(=O)c3ccc(C(F)(F)F)cc3Br)CC2C)cn1. As a reaction SMILES: [Br:17][c:18]1[c:19]([S:28](=[O:29])(=[O:30])[Cl:31])[cH:20][cH:21][c:22]([C:24]([F:25])([F:26])[F:27])[cH:23]1.[CH3:1][CH:2]1[N:3]([C:8](=[O:9])[c:10]2[cH:11][n:12][c:13]([CH3:16])[cH:14][cH:15]2)[CH2:4][CH2:5][NH:6][CH2:7]1.[CH:32]([N:33]([CH2:34][CH3:35])[CH:36]([CH3:37])[CH3:38])([CH3:39])[CH3:40].[Cl:41][CH2:42][Cl:43]>>[CH3:1][CH:2]1[N:3]([C:8](=[O:9])[c:10]2[cH:11][n:12][c:13]([CH3:16])[cH:14][cH:15]2)[CH2:4][CH2:5][N:6]([S:28]([c:19]2[c:18]([Br:17])[cH:23][c:22]([C:24]([F:25])([F:26])[F:27])[cH:21][cH:20]2)(=[O:29])=[O:30])[CH2:7]1.